This data is from the Open Reaction Database (ORD), a public repository of structured organic reaction records. The task is: describe an organic reaction: reactants, conditions, products, and yield Reactants: CC(=O)OC(C)=O, CC(=O)O, O=[N+]([O-])O, COC(=O)C1CC(c2ccccc2)C1. The product is COC(=O)C1CC(c2ccc([N+](=O)[O-])cc2)C1. Reaction SMILES: [CH3:19][C:20]([O:21][C:22](=[O:23])[CH3:24])=[O:25].[CH3:26][C:27](=[O:28])[OH:29].[OH:1][N+:2]([O-:3])=[O:4].[c:5]1([CH:11]2[CH2:12][CH:13]([C:15](=[O:16])[O:17][CH3:18])[CH2:14]2)[cH:6][cH:7][cH:8][cH:9][cH:10]1>>[O-:1][N+:2](=[O:4])[c:8]1[cH:7][cH:6][c:5]([CH:11]2[CH2:12][CH:13]([C:15](=[O:16])[O:17][CH3:18])[CH2:14]2)[cH:10][cH:9]1. Starting materials: C(OCCCC)(OCCCC)=O (dibutyl carbonate), C1(=CC=CC=C1)O (phenol), C(N)(OCCCC)=O (butyl carbamate). Reagents/catalysts: [O-]CCCC.[O-]CCCC.[O-]CCCC.[O-]CCCC.[Ti+4] (titanium tetrabutoxide). Conditions: time 10 minute. Yields the product C(OCCCC)(OC1=CC=CC=C1)=O (butyl phenyl carbonate). Isolated yield 12.3%. Reaction SMILES: [C:1](=[O:12])([O:7][CH2:8][CH2:9][CH2:10][CH3:11])[O:2][CH2:3][CH2:4][CH2:5][CH3:6].[C:13]1(O)C=CC=C[CH:14]=1.C(=O)(OCCCC)N>[O-]CCCC.[O-]CCCC.[O-]CCCC.[O-]CCCC.[Ti+4]>[C:1](=[O:12])([O:2][C:3]1[CH:14]=[CH:13][CH:6]=[CH:5][CH:4]=1)[O:7][CH2:8][CH2:9][CH2:10][CH3:11] |f:3.4.5.6.7|. Procedure details: 1795 g of the top section liquid obtained above containing 862 g of dibutyl carbonate, 932 g of phenol and 1 g of butyl carbamate and 16.8 g of titanium tetrabutoxide were charged into a round bottom flask of capacity 5 L in which a distillation column made from glass provided with a vacuum jacket (filled Sulzer Labopacking, inner diameter 50mmφ, height of filling portion 1100 mm) was connected to an upper portion thereof. The contents in the flask were heated with a mantle heater while stirring... Run at time 16 hour. Product: BrC1=C(C=C(C=C1)C(F)(F)F)CO ((2-Bromo-5-(trifluoromethyl)phenyl)methanol). The reactants are ice, BrC1=C(C(=O)O)C=C(C=C1)C(F)(F)F (2-bromo-5-(trifluoromethyl)benzoic acid), B.O1CCCC1 (borane tetrahydrofuran). Yield: 100.1%. Reported procedure: To an ice-cooled solution of 2-bromo-5-(trifluoromethyl)benzoic acid (5.16 g, 19 mmol) in THF (50 mL) was added borane-tetrahydrofuran complex (70 mL of 1M solution in THF, 70 mmol). The resulting mixture was stirred at room temperature for 16 hours. The reaction mixture was quenched with methanol. Solvent was removed. The residue was partitioned between ethyl acetate (3×40 mL) and 1M sodium bicarbonate (50 mL). The combined organic layers were washed with saturated NaCl (50 mL), dried (MgSO4) a... The solvent is C1CCOC1 (THF). As a reaction SMILES: [Br:1][C:2]1[CH:10]=[CH:9][C:8]([C:11]([F:14])([F:13])[F:12])=[CH:7][C:3]=1[C:4](O)=[O:5].B.O1CCCC1>C1COCC1>[Br:1][C:2]1[CH:10]=[CH:9][C:8]([C:11]([F:13])([F:14])[F:12])=[CH:7][C:3]=1[CH2:4][OH:5] |f:1.2|. Starting materials: C1COCCN1, CC(OS(C)(=O)=O)=C(C(=O)OCc1ccc([N+](=O)[O-])cc1)N1C(=O)C(NC(=O)COc2ccccc2)C1SC(=O)OCC1CC1, c1ccccc1. The product is CC(=C(C(=O)OCc1ccc([N+](=O)[O-])cc1)N1C(=O)C(NC(=O)COc2ccccc2)C1SC(=O)OCC1CC1)N1CCOCC1. Reaction SMILES: [CH2:46]1[CH2:47][O:48][CH2:49][CH2:50][NH:51]1.[CH:1]1([CH2:4][O:5][C:6](=[O:7])[S:8][CH:9]2[CH:10]([NH:35][C:36]([CH2:37][O:38][c:39]3[cH:40][cH:41][cH:42][cH:43][cH:44]3)=[O:45])[C:11](=[O:34])[N:12]2[C:13]([C:14](=[O:15])[O:16][CH2:17][c:18]2[cH:19][cH:20][c:21]([N+:24](=[O:25])[O-:26])[cH:22][cH:23]2)=[C:27]([CH3:28])[O:29][S:30]([CH3:31])(=[O:32])=[O:33])[CH2:2][CH2:3]1.[cH:52]1[cH:53][cH:54][cH:55][cH:56][cH:57]1>>[CH:1]1([CH2:4][O:5][C:6](=[O:7])[S:8][CH:9]2[CH:10]([NH:35][C:36]([CH2:37][O:38][c:39]3[cH:40][cH:41][cH:42][cH:43][cH:44]3)=[O:45])[C:11](=[O:34])[N:12]2[C:13]([C:14](=[O:15])[O:16][CH2:17][c:18]2[cH:19][cH:20][c:21]([N+:24](=[O:25])[O-:26])[cH:22][cH:23]2)=[C:27]([CH3:28])[N:51]2[CH2:46][CH2:47][O:48][CH2:49][CH2:50]2)[CH2:2][CH2:3]1.